From a dataset of the Open Reaction Database (ORD), a public repository of structured organic reaction records. describe an organic reaction: reactants, conditions, products, and yield Reactants: N1=CC(=CC=C1)B(O)O (3-pyridylboronic acid), IC1=CC=C(C=C1)[N+](=O)[O-] (1-iodo-4-nitrobenzene), C(=O)([O-])[O-].[Na+].[Na+] (Na2CO3), CCOC(=O)C (EtOAc). Reagents/catalysts: Cl[Pd]([P](C1=CC=CC=C1)(C2=CC=CC=C2)C3=CC=CC=C3)([P](C4=CC=CC=C4)(C5=CC=CC=C5)C6=CC=CC=C6)Cl (Pd(Ph3P)2Cl2). The solvent is O1CCOCC1 (dioxane), O (H2O), O (Water). Reaction conditions: time 2 hour. Product: [N+](=O)([O-])C1=CC=C(C=C1)C=1C=NC=CC1 (3-(4-nitrophenyl)pyridine). The yield is 59.9%. Reaction SMILES: [N:1]1[CH:6]=[CH:5][CH:4]=[C:3](B(O)O)[CH:2]=1.I[C:11]1[CH:16]=[CH:15][C:14]([N+:17]([O-:19])=[O:18])=[CH:13][CH:12]=1.C([O-])([O-])=O.[Na+].[Na+].CCOC(C)=O>O1CCOCC1.O.Cl[Pd](Cl)([P](C1C=CC=CC=1)(C1C=CC=CC=1)C1C=CC=CC=1)[P](C1C=CC=CC=1)(C1C=CC=CC=1)C1C=CC=CC=1>[N+:17]([C:14]1[CH:15]=[CH:16][C:11]([C:3]2[CH:2]=[N:1][CH:6]=[CH:5][CH:4]=2)=[CH:12][CH:13]=1)([O-:19])=[O:18] |f:2.3.4,^1:41,60|. Reported procedure: To a mixture of 3-pyridylboronic acid (500 mg, 4.06 mmol), 1-iodo-4-nitrobenzene (1.01 g, 4.06 mmol) and Pd(Ph3P)2Cl2 (140 mg, 0.199 mmol) in dioxane (15 mL), a solution of Na2CO3 (1.00 g, 9.43 mmol) in H2O (10 mL) was added. The mixture was stirred at 100 C for 2 h. Water and EtOAc were added. Organic phase was separated, washed with 5% NaHCO3, dried over Na2SO4, concentrated in vacuo. The residue was purified by a silica gel column on ISCO, eluted with 20-100% EtOAc in hexanes to give 3-(4-nit...